Dataset: the Open Reaction Database (ORD), a public repository of structured organic reaction records. Task: describe an organic reaction: reactants, conditions, products, and yield The reactants are O1COC2=C1C=CC(=C2)C2CCC(CC2)=O (4-(1,3-Benzodioxol-5-yl)cyclohexanone), C(=O)(OCC1=CC=CC=C1)N1CCNCC1 (carbobenzyloxy piperazine). Product: O1COC2=C1C=CC(=C2)[C@@H]2CC[C@H](CC2)N2CCN(CC2)C(=O)OCC2=CC=CC=C2 (Trans phenylmethyl 4-[4-(1,3-benzodioxol-5-yl)-1-cyclohexyl]-1-piperazine Carboxylate). The yield is 31.0%. As a reaction SMILES: [O:1]1[C:5]2[CH:6]=[CH:7][C:8]([CH:10]3[CH2:15][CH2:14][C:13](=O)[CH2:12][CH2:11]3)=[CH:9][C:4]=2[O:3][CH2:2]1.[C:17]([N:27]1[CH2:32][CH2:31][NH:30][CH2:29][CH2:28]1)([O:19][CH2:20][C:21]1[CH:26]=[CH:25][CH:24]=[CH:23][CH:22]=1)=[O:18]>>[O:1]1[C:5]2[CH:6]=[CH:7][C:8]([C@H:10]3[CH2:15][CH2:14][C@H:13]([N:30]4[CH2:29][CH2:28][N:27]([C:17]([O:19][CH2:20][C:21]5[CH:26]=[CH:25][CH:24]=[CH:23][CH:22]=5)=[O:18])[CH2:32][CH2:31]4)[CH2:12][CH2:11]3)=[CH:9][C:4]=2[O:3][CH2:2]1. Reported procedure: 4-(1,3-Benzodioxol-5-yl)cyclohexanone and carbobenzyloxy piperazine were reacted as described in example 9 to give the product (31%, mp: 107°-108° C.). Calc'd for C25H30N2O4 : C, 71.07%; H, 7.16%; N, 6.64%. Found: C, 70.95%; H, 7.16%; N, 6.36%. The reactants are C(C)C=1N=C2N(C(=CC=C2)CNCCCCCNS(=O)(=O)C(F)(F)F)C1 (2-ethyl-5-[N-[5-(trifluoromethanesulfonamido)pentan-1-yl]aminomethyl]imidazo[1,2-a]pyridine), aqueous solution, C=O (formalin). Solvent: C(C)(=O)O (acetic acid). Reaction conditions: temperature 100 celsius. The product is C(C)C=1N=C2C=CC=C3CN(CC1N23)CCCCCNS(=O)(=O)C(F)(F)F (4,5-dihydro-2-ethyl-4-[5-(trifluoro-methanesulfonamido)pentan-1-yl]-3H-1,4,8b-triaza-acenaphthylene). Isolated yield 65.2%. RXN SMILES: [CH2:1]([C:3]1[N:4]=[C:5]2[CH:10]=[CH:9][CH:8]=[C:7]([CH2:11][NH:12][CH2:13][CH2:14][CH2:15][CH2:16][CH2:17][NH:18][S:19]([C:22]([F:25])([F:24])[F:23])(=[O:21])=[O:20])[N:6]2[CH:26]=1)[CH3:2].[CH2:27]=O>C(O)(=O)C>[CH2:1]([C:3]1[N:4]=[C:5]2[N:6]3[C:7]([CH2:11][N:12]([CH2:13][CH2:14][CH2:15][CH2:16][CH2:17][NH:18][S:19]([C:22]([F:25])([F:24])[F:23])(=[O:20])=[O:21])[CH2:27][C:26]=13)=[CH:8][CH:9]=[CH:10]2)[CH3:2]. Procedure details: To a solution of 785 mg (2.00 mmol) of 2-ethyl-5-[N-[5-(trifluoromethanesulfonamido)pentan-1-yl]aminomethyl]imidazo[1,2-a]pyridine in 5 ml of acetic acid was added 2.25 ml (30.00 mmol) of a 37% aqueous solution of formalin. The mixture was heated for 30 minutes at 100° C. The solvent was then distilled off under reduced pressure. The residue was dissolved in 100 ml of a saturated aqueous solution of potassium carbonate. This solution was neutralized, under ice-cooling, with 1N HCl, which was ext... The reactants are CN(C)C=O, COc1cccc(C=Cc2ccc(N(c3ccc(C)cc3)c3ccc(C)cc3)cc2)c1, O. The product is Cc1ccc(N(c2ccc(C)cc2)c2ccc(C=Cc3cccc(O)c3)cc2)cc1. As a reaction SMILES: [CH3:1][N:2]([CH3:3])[CH:4]=[O:5].[CH3:6][c:7]1[cH:8][cH:9][c:10]([N:13]([c:14]2[cH:15][cH:16][c:17]([CH:20]=[CH:21][c:22]3[cH:23][c:24]([O:28][CH3:29])[cH:25][cH:26][cH:27]3)[cH:18][cH:19]2)[c:30]2[cH:31][cH:32][c:33]([CH3:36])[cH:34][cH:35]2)[cH:11][cH:12]1.[OH2:37]>>[CH3:6][c:7]1[cH:8][cH:9][c:10]([N:13]([c:14]2[cH:15][cH:16][c:17]([CH:20]=[CH:21][c:22]3[cH:23][c:24]([OH:28])[cH:25][cH:26][cH:27]3)[cH:18][cH:19]2)[c:30]2[cH:31][cH:32][c:33]([CH3:36])[cH:34][cH:35]2)[cH:11][cH:12]1. Starting materials: C1CCOC1, CN1CCN(c2ccc(N)cc2)CC1, CCn1cc(Cl)c(C(=O)Nc2cccc(C(=O)c3ccc4c(c3)NC(=O)C4=CO)c2)n1. Product: CCn1cc(Cl)c(C(=O)Nc2cccc(C(=O)c3ccc4c(c3)NC(=O)C4=CNc3ccc(N4CCN(C)CC4)cc3)c2)n1. Reaction SMILES: [CH2:46]1[O:47][CH2:48][CH2:49][CH2:50]1.[CH3:32][N:33]1[CH2:34][CH2:35][N:36]([c:39]2[cH:40][cH:41][c:42]([NH2:45])[cH:43][cH:44]2)[CH2:37][CH2:38]1.[OH:1][CH:2]=[C:3]1[C:4](=[O:31])[NH:5][c:6]2[cH:7][c:8]([C:12](=[O:13])[c:14]3[cH:15][c:16]([NH:20][C:21](=[O:22])[c:23]4[n:24][n:25]([CH2:29][CH3:30])[cH:26][c:27]4[Cl:28])[cH:17][cH:18][cH:19]3)[cH:9][cH:10][c:11]21>>[CH:2](=[C:3]1[C:4](=[O:31])[NH:5][c:6]2[cH:7][c:8]([C:12](=[O:13])[c:14]3[cH:15][c:16]([NH:20][C:21](=[O:22])[c:23]4[n:24][n:25]([CH2:29][CH3:30])[cH:26][c:27]4[Cl:28])[cH:17][cH:18][cH:19]3)[cH:9][cH:10][c:11]21)[NH:45][c:42]1[cH:41][cH:40][c:39]([N:36]2[CH2:35][CH2:34][N:33]([CH3:32])[CH2:38][CH2:37]2)[cH:44][cH:43]1. Starting materials: COC(=O)C1=CSC=C1N (4-amino-thiophene-3-carboxylic acid methyl ester), ClC(C(=O)Cl)(F)F (chlorodifluoroacetyl chloride), FC1=CC=C(C=C1)C1=CC=C(C=C1)O (4-fluoro-4′-hydroxybiphenyl). Product: FC(C(=O)NC=1C(=CSC1)C(=O)O)(OC1=CC=C(C=C1)C1=CC=C(C=C1)F)F (Rac-4-[2,2-Difluoro-2-(4′-fluoro-biphenyl-4-yloxy)-acetylamino]-thiophene-3-carboxylic acid). As a reaction SMILES: C[O:2][C:3]([C:5]1[C:9]([NH2:10])=[CH:8][S:7][CH:6]=1)=[O:4].Cl[C:12]([F:17])([F:16])[C:13](Cl)=[O:14].[F:18][C:19]1[CH:24]=[CH:23][C:22]([C:25]2[CH:30]=[CH:29][C:28]([OH:31])=[CH:27][CH:26]=2)=[CH:21][CH:20]=1>>[F:16][C:12]([F:17])([O:31][C:28]1[CH:27]=[CH:26][C:25]([C:22]2[CH:23]=[CH:24][C:19]([F:18])=[CH:20][CH:21]=2)=[CH:30][CH:29]=1)[C:13]([NH:10][C:9]1[C:5]([C:3]([OH:2])=[O:4])=[CH:6][S:7][CH:8]=1)=[O:14]. Procedure details: In analogy to Example 58, the title compound was prepared using 4-amino-thiophene-3-carboxylic acid methyl ester, chlorodifluoroacetyl chloride and 4-fluoro-4′-hydroxybiphenyl. MS (m/e): 406.1 (M−H). Reactants: O1CC(C=2C1=CN=CC2)=O (furo[2,3-c]pyridin-3(2H)-one), C(C)OC(=O)C1=C(C=2C(=CN=CC2Cl)O1)O (4-chloro-3-hydroxyfuro[2,3-c]pyridine-2-carboxylic acid ethyl ester). The product is ClC1=C2C(=CN=C1)OCC2=O (4-chlorofuro[2,3-c]pyridin-3(2H)-one). As a reaction SMILES: O1C2=CN=CC=C2C(=O)C1.C(OC([C:16]1[O:25][C:19]2=[CH:20][N:21]=[CH:22][C:23]([Cl:24])=[C:18]2[C:17]=1[OH:26])=O)C>>[Cl:24][C:23]1[CH:22]=[N:21][CH:20]=[C:19]2[O:25][CH2:16][C:17](=[O:26])[C:18]=12. Procedure: This compound was prepared using a method analogous to that of furo[2,3-c]pyridin-3(2H)-one (A.2.4.3), 4-chloro-3-hydroxyfuro[2,3-c]pyridine-2-carboxylic acid ethyl ester replacing 3-hydroxyfuro[2,3-c]pyridine-2-carboxylic acid ethyl ester; Reactants: C1(CC1)C(CC(=O)OC)C1=CC(=CC=C1)OCC1=NC(=C(C=C1)C1=C(C=CC(=C1)OC)F)OCC(C)C (methyl 3-cyclopropyl-3-(3-((5-(2-fluoro-5-methoxyphenyl)-6-isobutoxypyridin-2-yl)methoxy)phenyl)propanoate), [OH-].[Na+] (sodium hydroxide), Cl (Hydrochloric acid). The solvent is C1CCOC1 (THF), CO (methanol). Conditions: time 14 hour. Product: C1(CC1)C(CC(=O)O)C1=CC(=CC=C1)OCC1=NC(=C(C=C1)C1=C(C=CC(=C1)OC)F)OCC(C)C (3-cyclopropyl-3-(3-((5-(2-fluoro-5-methoxyphenyl)-6-isobutoxypyridin-2-yl)methoxy)phenyl)propanoic acid). Yield: 97.3%. As a reaction SMILES: [CH:1]1([CH:4]([C:10]2[CH:15]=[CH:14][CH:13]=[C:12]([O:16][CH2:17][C:18]3[CH:23]=[CH:22][C:21]([C:24]4[CH:29]=[C:28]([O:30][CH3:31])[CH:27]=[CH:26][C:25]=4[F:32])=[C:20]([O:33][CH2:34][CH:35]([CH3:37])[CH3:36])[N:19]=3)[CH:11]=2)[CH2:5][C:6]([O:8]C)=[O:7])[CH2:3][CH2:2]1.[OH-].[Na+].Cl>C1COCC1.CO>[CH:1]1([CH:4]([C:10]2[CH:15]=[CH:14][CH:13]=[C:12]([O:16][CH2:17][C:18]3[CH:23]=[CH:22][C:21]([C:24]4[CH:29]=[C:28]([O:30][CH3:31])[CH:27]=[CH:26][C:25]=4[F:32])=[C:20]([O:33][CH2:34][CH:35]([CH3:37])[CH3:36])[N:19]=3)[CH:11]=2)[CH2:5][C:6]([OH:8])=[O:7])[CH2:2][CH2:3]1 |f:1.2|. Procedure details: To a solution of methyl 3-cyclopropyl-3-(3-((5-(2-fluoro-5-methoxyphenyl)-6-isobutoxypyridin-2-yl)methoxy)phenyl)propanoate (131 mg) in THF (2.0 mL) and methanol (1.0 ml) was added 1N aqueous sodium hydroxide solution (2.0 ml), and the mixture was stirred at room temperature for 14 hr. 1N Hydrochloric acid (2.0 ml) was added to the reaction mixture at 0° C., and the mixture was extracted with ethyl acetate. The extract was washed with water and saturated brine, and dried over anhydrous magnesium... The reactants are CC#N, ClCCl, O=NCl, N#Cc1nn(-c2c(Cl)cc(C(F)(F)F)cc2Cl)c(N)c1I. RXN SMILES: [CH3:25][C:26]#[N:27].[Cl:28][CH2:29][Cl:30].[N:22](=[O:23])[Cl:24].[NH2:1][c:2]1[c:3]([I:21])[c:4]([C:19]#[N:20])[n:5][n:6]1-[c:7]1[c:8]([Cl:18])[cH:9][c:10]([C:14]([F:15])([F:16])[F:17])[cH:11][c:12]1[Cl:13]>>[c:2]1([Cl:24])[c:3]([I:21])[c:4]([C:19]#[N:20])[n:5][n:6]1-[c:7]1[c:8]([Cl:18])[cH:9][c:10]([C:14]([F:15])([F:16])[F:17])[cH:11][c:12]1[Cl:13]. The product is N#Cc1nn(-c2c(Cl)cc(C(F)(F)F)cc2Cl)c(Cl)c1I. Starting materials: COc1nc(C)cnc1N(C(=O)OCC(C)C)S(=O)(=O)c1cccnc1-c1ccc(CC(C)C)cc1, CO, Cl, [Na+], [OH-], O. Product: COc1nc(C)cnc1NS(=O)(=O)c1cccnc1-c1ccc(CC(C)C)cc1. As a reaction SMILES: [CH2:3]([O:4][C:5](=[O:6])[N:10]([S:11](=[O:12])(=[O:13])[c:14]1[c:15](-[c:20]2[cH:21][cH:22][c:23]([CH2:26][CH:27]([CH3:28])[CH3:29])[cH:24][cH:25]2)[n:16][cH:17][cH:18][cH:19]1)[c:30]1[n:31][cH:32][c:33]([CH3:38])[n:34][c:35]1[O:36][CH3:37])[CH:7]([CH3:8])[CH3:9].[CH3:41][OH:42].[ClH:40].[Na+:2].[OH-:1].[OH2:39]>>[NH:10]([S:11](=[O:12])(=[O:13])[c:14]1[c:15](-[c:20]2[cH:21][cH:22][c:23]([CH2:26][CH:27]([CH3:28])[CH3:29])[cH:24][cH:25]2)[n:16][cH:17][cH:18][cH:19]1)[c:30]1[n:31][cH:32][c:33]([CH3:38])[n:34][c:35]1[O:36][CH3:37]. Reactants: N#Cc1cc(Br)c(O)cc1Cl, C1CCOC1, COS(=O)(=O)OC, CCOC(C)=O, [Li+], [OH-], O. Product: COc1cc(Cl)c(C#N)cc1Br. As a reaction SMILES: [Br:1][c:2]1[c:3]([OH:11])[cH:4][c:5]([Cl:10])[c:6]([C:7]#[N:8])[cH:9]1.[CH2:22]1[O:23][CH2:24][CH2:25][CH2:26]1.[CH3:12][O:13][S:14]([O:15][CH3:16])(=[O:17])=[O:18].[CH3:27][CH2:28][O:29][C:30]([CH3:31])=[O:32].[Li+:21].[OH-:20].[OH2:19]>>[Br:1][c:2]1[c:3]([O:11][CH3:12])[cH:4][c:5]([Cl:10])[c:6]([C:7]#[N:8])[cH:9]1.